The task is: describe an organic reaction: reactants, conditions, products, and yield. This data is from the Open Reaction Database (ORD), a public repository of structured organic reaction records. Starting materials: O=S(=O)(Cl)c1ccc(Br)cc1, Nc1ccc(Cl)cc1C(=O)c1ccncc1, c1ccncc1. Product: O=C(c1ccncc1)c1cc(Cl)ccc1NS(=O)(=O)c1ccc(Br)cc1. RXN SMILES: [Br:1][c:2]1[cH:3][cH:4][c:5]([S:8](=[O:9])(=[O:10])[Cl:11])[cH:6][cH:7]1.[NH2:12][c:13]1[c:14]([C:20](=[O:21])[c:22]2[cH:23][cH:24][n:25][cH:26][cH:27]2)[cH:15][c:16]([Cl:19])[cH:17][cH:18]1.[cH:28]1[cH:29][cH:30][n:31][cH:32][cH:33]1>>[Br:1][c:2]1[cH:3][cH:4][c:5]([S:8](=[O:9])(=[O:10])[NH:12][c:13]2[c:14]([C:20](=[O:21])[c:22]3[cH:23][cH:24][n:25][cH:26][cH:27]3)[cH:15][c:16]([Cl:19])[cH:17][cH:18]2)[cH:6][cH:7]1. Starting materials: Cn1nc(O)ccc1=O, COC1=NS(=O)(=O)N(C)C(Cl)=N1, CN(C)c1ccccc1, CCOC(C)=O. The product is COC1=NS(=O)(=O)N(C)C(Oc2ccc(=O)n(C)n2)=N1. RXN SMILES: [CH3:13][n:14]1[n:15][c:16]([OH:21])[cH:17][cH:18][c:19]1=[O:20].[CH3:1][N:2]1[C:3]([Cl:12])=[N:4][C:5]([O:10][CH3:11])=[N:6][S:7]1(=[O:8])=[O:9].[CH3:22][N:23]([CH3:24])[c:25]1[cH:26][cH:27][cH:28][cH:29][cH:30]1.[CH3:31][CH2:32][O:33][C:34](=[O:35])[CH3:36]>>[CH3:1][N:2]1[C:3]([O:21][c:16]2[n:15][n:14]([CH3:13])[c:19](=[O:20])[cH:18][cH:17]2)=[N:4][C:5]([O:10][CH3:11])=[N:6][S:7]1(=[O:8])=[O:9]. Product: C(N)(=O)C=1C=C(OCCN(CC(COC2=CC=C(C=C2)CCOCC2CC2)O)CC2=CC=CC=C2)C=CC1O (1-[N-[2-(3-carbamoyl-4-hydroxy-phenoxy)-ethyl]-benzylamino]-3-[4-[2-(cyclopropylmethoxy)ethyl]-phenoxy]-2-propanol). Reactants: C1(CC1)COCCC1=CC=C(C=C1)OCC1CO1 (1-[2-(cyclopropyl-methoxy)ethyl]-4-(2,3-epoxypropoxy)-benzene), C(C1=CC=CC=C1)NC(COC1=CC=C(C(C(=O)N)=C1)O)C (5-[2-(benzylamino)propoxy]-salicylamide). Reaction SMILES: [CH:1]1([CH2:4][O:5][CH2:6][CH2:7][C:8]2[CH:13]=[CH:12][C:11]([O:14][CH2:15][CH:16]3[O:18][CH2:17]3)=[CH:10][CH:9]=2)[CH2:3][CH2:2]1.[CH2:19]([NH:26][CH:27](C)[CH2:28][O:29][C:30]1[CH:38]=[C:34]([C:35]([NH2:37])=[O:36])[C:33]([OH:39])=[CH:32][CH:31]=1)[C:20]1[CH:25]=[CH:24][CH:23]=[CH:22][CH:21]=1>C(O)(C)C>[C:35]([C:34]1[CH:38]=[C:30]([CH:31]=[CH:32][C:33]=1[OH:39])[O:29][CH2:28][CH2:27][N:26]([CH2:19][C:20]1[CH:25]=[CH:24][CH:23]=[CH:22][CH:21]=1)[CH2:17][CH:16]([OH:18])[CH2:15][O:14][C:11]1[CH:10]=[CH:9][C:8]([CH2:7][CH2:6][O:5][CH2:4][CH:1]2[CH2:2][CH2:3]2)=[CH:13][CH:12]=1)(=[O:36])[NH2:37]. Run in C(C)(C)O (isopropanol). Procedure details: A solution of 14.3 g of 1-[2-(cyclopropyl-methoxy)ethyl]-4-(2,3-epoxypropoxy)-benzene (German Offenlegungsschrift No. 2,649,605) and 16.3 g of 5-[2-(benzylamino)propoxy]-salicylamide in 200 ml of isopropanol is refluxed for 18 hours. The reaction mixture is concentrated by evaporation to leave crude 1-[N-[2-(3-carbamoyl-4-hydroxy-phenoxy)-ethyl]-benzylamino]-3-[4-[2-(cyclopropylmethoxy)ethyl]-phenoxy]-2-propanol in the form of brown oil, which can be further processed without additional purifica... Product: C[C@@H](CNc1nnc(CCSCCc2nnc(NC(=O)[C@@H](C)c3cccnc3)s2)s1)c4cccnc4. Reaction conditions: temperature 90 celsius, time 18 hour. The solvent is C1CCOC1 (THF). RXN SMILES: [CH3:1][C@@H:2]([c:31]1[cH:36][n:35][cH:34][cH:33][cH:32]1)[C:3]([NH:5][c:6]2[s:30][c:9]([CH2:10][CH2:11][S:12][CH2:13][CH2:14][c:15]3[s:29][c:18]([NH:19][C:20]([C@@H:21]([c:23]4[cH:28][n:27][cH:26][cH:25][cH:24]4)[CH3:22])=O)[n:17][n:16]3)[n:8][n:7]2)=[O:4].CCO[SiH](OCC)OCC>>[CH3:22][C@H:21]([c:23]1[cH:28][n:27][cH:26][cH:25][cH:24]1)[CH2:20][NH:19][c:18]2[s:29][c:15]([CH2:14][CH2:13][S:12][CH2:11][CH2:10][c:9]3[s:30][c:6]([NH:5][C:3]([C@H:2]([c:31]4[cH:36][n:35][cH:34][cH:33][cH:32]4)[CH3:1])=[O:4])[n:7][n:8]3)[n:16][n:17]2. The reactants are [Si](OCC)(OCC)OCC, c1(cccnc1)[C@H](C(Nc1nnc(CCSCCc2sc(nn2)NC(=O)[C@H](c2cnccc2)C)s1)=O)C. The reagents and catalysts are c1ccc(cc1)-c2c3ccccc3cc4ccccc24 (9-Phenylanthracene), Zn(OAc)2. Starting materials: C(C)(=O)OC(C)=O (acetic anhydride), N[C@@H](CC1=CC=CC=C1)C(=O)O (L-phenylalanine), Cl (hydrochloric acid). Run in C(O)([O-])=O.[Na+] (sodium hydrogencarbonate). Conditions: time 2 hour. The product is C(C)(=O)N[C@@H](CC1=CC=CC=C1)C(=O)O (N-acetyl-L-phenylalanine). As a reaction SMILES: [NH2:1][C@H:2]([C:10]([OH:12])=[O:11])[CH2:3][C:4]1[CH:9]=[CH:8][CH:7]=[CH:6][CH:5]=1.[C:13](OC(=O)C)(=[O:15])[CH3:14].Cl>C(=O)([O-])O.[Na+]>[C:13]([NH:1][C@H:2]([C:10]([OH:12])=[O:11])[CH2:3][C:4]1[CH:9]=[CH:8][CH:7]=[CH:6][CH:5]=1)(=[O:15])[CH3:14] |f:3.4|. Reported procedure: After 4.96 g of L-phenylalanine was dissolved in 5% sodium hydrogencarbonate aqueous solution, 3.4 ml of acetic anhydride was dropwise added to the solution over an hour under ice cooling. After completion of the dropwise addition, the mixture was stirred for 2 hours at room temperature. Then 17 ml of hydrochloric acid was added to the reaction mixture to render the system acidic. The precipitated white solid was extracted once with 100 ml of ethyl acetate and twice with 40 ml each of the same s... The reactants are BrC=1C=C(C(=C(C1)C(C)(C)C)OC)COC1=CC=C(C=C1)[N+](=O)[O-] (5-bromo-1-tert-butyl-2-methoxy-3-(4-nitro-phenoxymethyl)benzene), [NH4+].[Cl-] (NH4Cl). The reagents and catalysts are [Fe] (iron). Run in CO.O (MeOH water). Reaction conditions: time 1 hour. Yields the product BrC=1C=C(C(=C(COC2=CC=C(C=C2)N)C1)OC)C(C)(C)C (4-(5-bromo-3-tert-butyl-2-methoxybenzyloxy)phenylamine). Yield: 134.5%. Reaction SMILES: [Br:1][C:2]1[CH:3]=[C:4]([CH2:14][O:15][C:16]2[CH:21]=[CH:20][C:19]([N+:22]([O-])=O)=[CH:18][CH:17]=2)[C:5]([O:12][CH3:13])=[C:6]([C:8]([CH3:11])([CH3:10])[CH3:9])[CH:7]=1.[NH4+].[Cl-]>CO.O.[Fe]>[Br:1][C:2]1[CH:7]=[C:6]([C:8]([CH3:11])([CH3:10])[CH3:9])[C:5]([O:12][CH3:13])=[C:4]([CH:3]=1)[CH2:14][O:15][C:16]1[CH:17]=[CH:18][C:19]([NH2:22])=[CH:20][CH:21]=1 |f:1.2,3.4|. Reported procedure: step 3 To a solution of 116 (0.19 g, 0.49 mmol) in MeOH-water (1:1, 20 mL) was added NH4Cl (0.26 g, 4.9 mmol) and iron powder (0.14 g, 2.5 mmol). The resulting mixture was heated at reflux and stirred for 1 h. After cooling to RT, the mixture was filtered through a pad of diatomaceous earth which was washed with MeOH. The filtrate was concentrated under reduced pressure and the resulting aqueous fraction was extracted with EtOAc. The extracts were washed with brine, dried (Na2SO4), filtered and ... The reactants are NC1CCCN(C2=C1C=CC=C2)C(C2=CC=C(C=C2)NC(C2=C(C=CC=C2)C)=O)=O (5-amino-1-[4-(2-methylbenzoylamino)benzoyl]-2,3,4,5-tetrahydro-1H-benzazepine), C(=O)OCC (ethyl formate). Product: C(=O)NC1CCCN(C2=C1C=CC=C2)C(C2=CC=C(C=C2)NC(C2=C(C=CC=C2)C)=O)=O (5-formylamino-1-[4-(2-methylbenzoylamino)benzoyl]-2,3,4,5-tetrahydro-1H-benzazepine). Reaction SMILES: [NH2:1][CH:2]1[C:8]2[CH:9]=[CH:10][CH:11]=[CH:12][C:7]=2[N:6]([C:13](=[O:30])[C:14]2[CH:19]=[CH:18][C:17]([NH:20][C:21](=[O:29])[C:22]3[CH:27]=[CH:26][CH:25]=[CH:24][C:23]=3[CH3:28])=[CH:16][CH:15]=2)[CH2:5][CH2:4][CH2:3]1.[CH:31](OCC)=[O:32]>>[CH:31]([NH:1][CH:2]1[C:8]2[CH:9]=[CH:10][CH:11]=[CH:12][C:7]=2[N:6]([C:13](=[O:30])[C:14]2[CH:19]=[CH:18][C:17]([NH:20][C:21](=[O:29])[C:22]3[CH:27]=[CH:26][CH:25]=[CH:24][C:23]=3[CH3:28])=[CH:16][CH:15]=2)[CH2:5][CH2:4][CH2:3]1)=[O:32]. Reported procedure: A mixture of 5-amino-1-[4-(2-methylbenzoylamino)benzoyl]-2,3,4,5-tetrahydro-1H-benzazepine (0.6 g) and ethyl formate (10 ml) is refluxed for 4 hours. The reaction solution is concentrated and the resulting residue is recrystallized from ethanol/petroleum ether to give 5-formylamino-1-[4-(2-methylbenzoylamino)benzoyl]-2,3,4,5-tetrahydro-1H-benzazepine (0.38 g) as colorless columnar crystal, m.p. 211°-213° C.